From a dataset of the Open Reaction Database (ORD), a public repository of structured organic reaction records. describe an organic reaction: reactants, conditions, products, and yield The reactants are CC[C@@]1(C2=C(COC1=O)C(=O)N3CC=4C=C5C=CC=CC5=NC4C3=C2)O (Camptothecin), FeSO4, OO (hydrogen peroxide), CO (methanol). The solvent is O (water), OS(=O)(=O)O (H2SO4). Run at temperature 0 celsius. Yields the product CC[C@@]1(C2=C(COC1=O)C(=O)N3CC4=C(C5=CC=CC=C5N=C4C3=C2)CO)O (7-hydroxymethylcamptothecin). Yield: 99.0%. As a reaction SMILES: [CH3:1][CH2:2][C@@:3]1([OH:26])[C:8](=[O:9])[O:7][CH2:6][C:5]2[C:10]([N:12]3[C:24](=[CH:25][C:4]1=2)[C:23]1[N:22]=[C:21]2[C:16]([CH:17]=[CH:18][CH:19]=[CH:20]2)=[CH:15][C:14]=1[CH2:13]3)=[O:11].OO.[CH3:29][OH:30]>O.OS(O)(=O)=O>[CH3:1][CH2:2][C@@:3]1([OH:26])[C:8](=[O:9])[O:7][CH2:6][C:5]2[C:10]([N:12]3[C:24](=[CH:25][C:4]1=2)[C:23]1[C:14](=[C:15]([CH2:29][OH:30])[C:16]2[C:21]([N:22]=1)=[CH:20][CH:19]=[CH:18][CH:17]=2)[CH2:13]3)=[O:11]. Procedure: Camptothecin (20.0 g) was dissolved in mixture of methanol (750 mL), water (500 mL), conc. H2SO4 (500 mL) and finely ground FeSO4 (16.0 g) and hydrogen peroxide (100 mL 30% solution) was added dropwise over the course of 2 h and the reaction mixture was allowed to stir for another hour. The reaction mixture was then filtered through a sintered glass funnel to remove all undissolved material. The resultant filtrate was then cooled to 0° C. and NaOH (375 g) in 1 L water was added slowly with vigor... Starting materials: FC1=CC=C(C=C1)C1=C(C2=C(S1)C=CC(=C2)OC)C(=O)NC (2-(4-fluorophenyl)-5-methoxy-N-methylbenzo[b]thiophene-3-carboxamide), [B-]([S+](C)C)(Br)(Br)Br (boron tribromide-methylsulfide complex). Run in ClCCCl (DCE). Reaction conditions: temperature 83 celsius, time 9 hour. Yields the product FC1=CC=C(C=C1)C1=C(C2=C(S1)C=CC(=C2)O)C(=O)NC (2-(4-fluorophenyl)-5-hydroxy-N-methylbenzo[b]thiophene-3-carboxamide). RXN SMILES: [F:1][C:2]1[CH:7]=[CH:6][C:5]([C:8]2[S:12][C:11]3[CH:13]=[CH:14][C:15]([O:17]C)=[CH:16][C:10]=3[C:9]=2[C:19]([NH:21][CH3:22])=[O:20])=[CH:4][CH:3]=1.[B-](Br)(Br)(Br)[S+](C)C>ClCCCl>[F:1][C:2]1[CH:7]=[CH:6][C:5]([C:8]2[S:12][C:11]3[CH:13]=[CH:14][C:15]([OH:17])=[CH:16][C:10]=3[C:9]=2[C:19]([NH:21][CH3:22])=[O:20])=[CH:4][CH:3]=1. Procedure: To a suspension containing 2-(4-fluorophenyl)-5-methoxy-N-methylbenzo[b]thiophene-3-carboxamide (0.58 g, 1.8 mmol) and DCE (18 mL), was added boron tribromide-methylsulfide complex (2.3 g, 7.4 mmol) in one portion. The mixture was stirred in a closed vessel at 83° C. for 9 h under a nitrogen atmosphere, cooled to room temperature and quenched with aqueous HCl (20 mL, 1.0 N). The mixture was concentrated to remove all solvent and water was added (50 mL). The aqueous mixture was extracted with eth...